The task is: describe an organic reaction: reactants, conditions, products, and yield. This data is from the Open Reaction Database (ORD), a public repository of structured organic reaction records. The reactants are C(C)(=O)Cl (Acteyl chloride), S1C=C(C=C1)CC(=O)O (3-thiopheneacetic acid). Run in CO (MeOH). Conditions: time 8 hour. The product is S1C=C(C=C1)CC(=O)OC (Methyl 2-(thiophen-3-yl)acetate). Reaction SMILES: [C:1](Cl)(=O)C.[S:5]1[CH:9]=[CH:8][C:7]([CH2:10][C:11]([OH:13])=[O:12])=[CH:6]1>CO>[S:5]1[CH:9]=[CH:8][C:7]([CH2:10][C:11]([O:13][CH3:1])=[O:12])=[CH:6]1. Procedure: Acteyl chloride (7.50 ml, 106 mmol) was added dropwise to a solution of 3-thiopheneacetic acid (5.00 g, 35.3 mmol) in dry MeOH (150 ml) at 0° C. The mixture was left to slowly reach room temperature and stirred overnight. Solvents were evaporated and residue filtered through a short plug of silica gel (DCM) to give a quantitative yield of the title compound as an oil. 1H NMR (400 MHz, CDCl3): □ 3.64 (s, 2H), 3.70 (s, 3H), 7.03-7.05 (m, 1H), 7.14-7.15 (m, 1H), 7.27-7.29 (m, 1H).